This data is from the Open Reaction Database (ORD), a public repository of structured organic reaction records. The task is: describe an organic reaction: reactants, conditions, products, and yield The reactants are ClC1=NC=C(C=N1)C#CCCN1N=NC=C1 (2-Chloro-5-(4-[1,2,3]triazol-1-yl-but-1-ynyl)-pyrimidine). Reagents/catalysts: [Pd] (palladium on calcium carbonate). Run in C(C)(=O)OCC (ethyl acetate). The product is ClC1=NC=C(C=N1)CCCCN1N=NC=C1 (2-chloro-5-(4-[1,2,3]triazol-1-yl-butyl)-pyrimidine). RXN SMILES: [Cl:1][C:2]1[N:7]=[CH:6][C:5]([C:8]#[C:9][CH2:10][CH2:11][N:12]2[CH:16]=[CH:15][N:14]=[N:13]2)=[CH:4][N:3]=1>C(OCC)(=O)C.[Pd]>[Cl:1][C:2]1[N:7]=[CH:6][C:5]([CH2:8][CH2:9][CH2:10][CH2:11][N:12]2[CH:16]=[CH:15][N:14]=[N:13]2)=[CH:4][N:3]=1. Procedure: 2-Chloro-5-(4-[1,2,3]triazol-1-yl-but-1-ynyl)-pyrimidine (2.52 g, 10.8 mmol) is dissolved in ethyl acetate (210 ml) and hydrogenated for 2.5 h at r.t. in the presence of palladium on calcium carbonate (10%, 2.55 g). The reaction mixture is filtered and concentrated in vacuo to yield 2-chloro-5-(4-[1,2,3]triazol-1-yl-butyl)-pyrimidine as a colorless solid. Yield 2.15 g (84%) The reactants are CSC=1N=C2C(=NC1)NC(=C2)C=O (2-methylthio-5H-pyrrolo[2,3-b]pyrazine-6-carbaldehyde), [H-].[Na+] (sodium hydride), [Cl-].[NH4+] (ammonium chloride), FC1=CC=C(CBr)C=C1 (4-fluorobenzyl bromide). The yield is 96.2%. As a reaction SMILES: [CH3:1][S:2][C:3]1[N:4]=[C:5]2[CH:11]=[C:10]([CH:12]=[O:13])[NH:9][C:6]2=[N:7][CH:8]=1.[H-].[Na+].[F:16][C:17]1[CH:24]=[CH:23][C:20]([CH2:21]Br)=[CH:19][CH:18]=1.[Cl-].[NH4+]>CN(C)C=O>[F:16][C:17]1[CH:24]=[CH:23][C:20]([CH2:21][N:9]2[C:6]3=[N:7][CH:8]=[C:3]([S:2][CH3:1])[N:4]=[C:5]3[CH:11]=[C:10]2[CH:12]=[O:13])=[CH:19][CH:18]=1 |f:1.2,4.5|. Product: FC1=CC=C(CN2C(=CC=3C2=NC=C(N3)SC)C=O)C=C1 (5-(4-fluorobenzyl)-2-methylthio-5H-pyrrolo[2,3-b]pyrazine-6-carbaldehyde). Run in CN(C=O)C (N,N-dimethylformamide). Procedure details: To a solution of the compound obtained in Example 34 (5) (10 mg) in N,N-dimethylformamide (0.5 ml), 60% sodium hydride (3 mg) was added at 0° C. and the mixture was stirred for 20 minutes. To the resulting mixture was added dropwise 4-fluorobenzyl bromide (15 mg) and the mixture was stirred at 15 to 30° C. for 30 minutes. The reaction solution was poured into a saturated aqueous ammonium chloride solution, extracted with chloroform, washed with water, dried over magnesium sulfate and concentrate... Conditions: time 20 minute. Yields the product C(C)(=O)NCCCN1C(C(=C(C2=NC=C(C=C12)CC1=CC=C(C=C1)F)O)C(=O)NCCOCC)=O (1-[3-(acetylamino)propyl]-N-[2-(ethyloxy)ethyl]-7-[(4-fluorophenyl)methyl]-4-hydroxy-2-oxo-1,2-dihydro-1,5-naphthyridine-3-carboxamide). Procedure: This compound was prepared from 1-(3-aminopropyl)-N-[2-(ethyloxy)ethyl]-7-[(4-fluorophenyl)methyl]-4-hydroxy-2-oxo-1,2-dihydro-1,5-naphthyridine-3-carboxamide and acetic anhydride employing methods similar to those described in Step 2 of Example 373 and was obtained as a white solid: ES+ MS: 485 (M+H+). RXN SMILES: [NH2:1][CH2:2][CH2:3][CH2:4][N:5]1[C:14]2[C:9](=[N:10][CH:11]=[C:12]([CH2:15][C:16]3[CH:21]=[CH:20][C:19]([F:22])=[CH:18][CH:17]=3)[CH:13]=2)[C:8]([OH:23])=[C:7]([C:24]([NH:26][CH2:27][CH2:28][O:29][CH2:30][CH3:31])=[O:25])[C:6]1=[O:32].[C:33](OC(=O)C)(=[O:35])[CH3:34]>>[C:33]([NH:1][CH2:2][CH2:3][CH2:4][N:5]1[C:14]2[C:9](=[N:10][CH:11]=[C:12]([CH2:15][C:16]3[CH:17]=[CH:18][C:19]([F:22])=[CH:20][CH:21]=3)[CH:13]=2)[C:8]([OH:23])=[C:7]([C:24]([NH:26][CH2:27][CH2:28][O:29][CH2:30][CH3:31])=[O:25])[C:6]1=[O:32])(=[O:35])[CH3:34]. Reactants: NCCCN1C(C(=C(C2=NC=C(C=C12)CC1=CC=C(C=C1)F)O)C(=O)NCCOCC)=O (1-(3-aminopropyl)-N-[2-(ethyloxy)ethyl]-7-[(4-fluorophenyl)methyl]-4-hydroxy-2-oxo-1,2-dihydro-1,5-naphthyridine-3-carboxamide), C(C)(=O)OC(C)=O (acetic anhydride). Starting materials: [Si](C1=CC=CC=C1)(C1=CC=CC=C1)(C(C)(C)C)OCCC(C(=O)NC1=CC=C(C(=O)OCC)C=C1)N1C(C=C(C(=C1)OC)C1=C(C=CC(=C1)Cl)C#N)=O (ethyl 4-[(4-{[tert-butyl(diphenyl)silyl]oxy}-2-[4-(5-chloro-2-cyanophenyl)-5-methoxy-2-oxopyridin-1(2H)-yl]butanoyl)amino]benzoate), C([O-])([O-])=O.[Cs+].[Cs+] (caesium carbonate). Run in CO.O (methanol water). Run at time 35 minute. Product: ClC=1C=CC(=C(C1)C1=CC(N(C=C1OC)C(C(=O)NC1=CC=C(C(=O)O)C=C1)CCO)=O)C#N (4-({2-[4-(5-Chloro-2-cyanophenyl)-5-methoxy-2-oxopyridin-1(2H)-yl]-4-hydroxybutanoyl}amino)benzoic acid). Reaction SMILES: [Si]([O:18][CH2:19][CH2:20][CH:21]([N:36]1[CH:41]=[C:40]([O:42][CH3:43])[C:39]([C:44]2[CH:49]=[C:48]([Cl:50])[CH:47]=[CH:46][C:45]=2[C:51]#[N:52])=[CH:38][C:37]1=[O:53])[C:22]([NH:24][C:25]1[CH:35]=[CH:34][C:28]([C:29]([O:31]CC)=[O:30])=[CH:27][CH:26]=1)=[O:23])(C(C)(C)C)(C1C=CC=CC=1)C1C=CC=CC=1.C(=O)([O-])[O-].[Cs+].[Cs+]>CO.O>[Cl:50][C:48]1[CH:47]=[CH:46][C:45]([C:51]#[N:52])=[C:44]([C:39]2[C:40]([O:42][CH3:43])=[CH:41][N:36]([CH:21]([CH2:20][CH2:19][OH:18])[C:22]([NH:24][C:25]3[CH:35]=[CH:34][C:28]([C:29]([OH:31])=[O:30])=[CH:27][CH:26]=3)=[O:23])[C:37](=[O:53])[CH:38]=2)[CH:49]=1 |f:1.2.3,4.5|. Procedure details: 266 mg (355 μmol) of ethyl 4-[(4-{[tert-butyl(diphenyl)silyl]oxy}-2-[4-(5-chloro-2-cyanophenyl)-5-methoxy-2-oxopyridin-1(2H)-yl]butanoyl)amino]benzoate (racemate) in 7 ml of methanol/water (4/1) were reacted with 232 mg (711 μmol) of caesium carbonate according to General Method 4. The crude product was purified by preparative HPLC [column: Chromatorex C18, 10 μm, 125 mm×30 mm, mobile phase: acetonitrile/0.05% formic acid gradient (0 to 3 min 10% acetonitrile, to 35 min 90% acetonitrile and a fu... Reactants: C1CCOC1, CC(O)CO[Si](C(C)C)(C(C)C)C(C)C, CC(C)OC(=O)N=NC(=O)OC(C)C, COC(=O)c1cc(O)cc(OCc2ccccc2)c1, c1ccc(P(c2ccccc2)c2ccccc2)cc1. The product is COC(=O)c1cc(OCc2ccccc2)cc(OC(C)CO[Si](C(C)C)(C(C)C)C(C)C)c1. Reaction SMILES: [CH2:68]1[O:69][CH2:70][CH2:71][CH2:72]1.[CH:1]([CH3:2])([CH3:3])[Si:4]([O:5][CH2:6][CH:7]([CH3:8])[OH:9])([CH:10]([CH3:11])[CH3:12])[CH:13]([CH3:14])[CH3:15].[O:54]=[C:55]([O:56][CH:57]([CH3:58])[CH3:59])[N:60]=[N:61][C:62]([O:63][CH:64]([CH3:65])[CH3:66])=[O:67].[OH:16][c:17]1[cH:18][c:19]([C:20](=[O:21])[O:22][CH3:23])[cH:24][c:25]([O:27][CH2:28][c:29]2[cH:30][cH:31][cH:32][cH:33][cH:34]2)[cH:26]1.[c:35]1([P:36]([c:37]2[cH:38][cH:39][cH:40][cH:41][cH:42]2)[c:43]2[cH:44][cH:45][cH:46][cH:47][cH:48]2)[cH:49][cH:50][cH:51][cH:52][cH:53]1>>[CH:1]([CH3:2])([CH3:3])[Si:4]([O:5][CH2:6][CH:7]([CH3:8])[O:9][c:17]1[cH:18][c:19]([C:20](=[O:21])[O:22][CH3:23])[cH:24][c:25]([O:27][CH2:28][c:29]2[cH:30][cH:31][cH:32][cH:33][cH:34]2)[cH:26]1)([CH:10]([CH3:11])[CH3:12])[CH:13]([CH3:14])[CH3:15]. Reactants: O=C([O-])[O-], CC(=O)O, CO, COc1ccnc(CSc2nc3cc(OC(F)F)ccc3[nH]2)c1OC, [Na+], [Na+], [Na+], [Na+], O=S([O-])([O-])=S, O, OO. Yields the product COc1ccnc(CS(=O)c2nc3cc(OC(F)F)ccc3[nH]2)c1OC. As a reaction SMILES: [C:26]([O-:27])(=[O:28])[O-:29].[CH3:39][C:40](=[O:41])[OH:42].[CH3:43][OH:44].[F:1][CH:2]([O:3][c:4]1[cH:5][c:6]2[c:7]([nH:8][c:9]([S:11][CH2:12][c:13]3[n:14][cH:15][cH:16][c:17]([O:21][CH3:22])[c:18]3[O:19][CH3:20])[n:10]2)[cH:23][cH:24]1)[F:25].[Na+:30].[Na+:31].[Na+:32].[Na+:33].[O-:34][S:35]([O-:36])(=[S:37])=[O:38].[OH2:45].[OH:46][OH:47]>>[F:1][CH:2]([O:3][c:4]1[cH:5][c:6]2[c:7]([nH:8][c:9]([S:11]([CH2:12][c:13]3[n:14][cH:15][cH:16][c:17]([O:21][CH3:22])[c:18]3[O:19][CH3:20])=[O:27])[n:10]2)[cH:23][cH:24]1)[F:25]. The reactants are O1C(COC2=C3CCC(NC3=CC=C2)=O)C1 (5-(2,3-epoxy-propoxy)-3,4-dihydro-carbostyril), C(C)(C)(C)S (tert. butyl mercaptan). Yields the product C(C)(C)(C)SCC(COC1=C2CCC(NC2=CC=C1)=O)O (5-(3-tert. Butylmercapto-2-hydroxy-propoxy)-3,4-dihydro-carbostyril). As a reaction SMILES: [O:1]1[CH2:16][CH:2]1[CH2:3][O:4][C:5]1[CH:14]=[CH:13][CH:12]=[C:11]2[C:6]=1[CH2:7][CH2:8][C:9](=[O:15])[NH:10]2.[C:17]([SH:21])([CH3:20])([CH3:19])[CH3:18]>>[C:17]([S:21][CH2:16][CH:2]([OH:1])[CH2:3][O:4][C:5]1[CH:14]=[CH:13][CH:12]=[C:11]2[C:6]=1[CH2:7][CH2:8][C:9](=[O:15])[NH:10]2)([CH3:20])([CH3:19])[CH3:18]. Procedure: Prepared analogous to Example 133 from 5-(2,3-epoxy-propoxy)-3,4-dihydro-carbostyril (m.p. 171°-173° C.) and tert. butyl mercaptan. The reactants are C(C)(C)(C)OC(=O)C(CCCCC(=O)N1C(N(CC1=O)N=CC1=CC=C(O1)C1=CC(=C(C=C1)Cl)Cl)=O)N (3(t-butoxycarbonyl-aminohexanoyl)-1-{[5-(3,4-dichlorophenyl)furfurylidene]amino}hydantoin). Run in Cl.C(C)(=O)O (hydrochloric acid acetic acid). Conditions: time 2 hour. Yields the product Cl.NCCCCCC(=O)N1C(N(CC1=O)N=CC1=CC=C(O1)C1=CC(=C(C=C1)Cl)Cl)=O (3-(6-Aminohexanoyl)-1-{[5-(3,4-dichlorophenyl)furfurylidene]amino}hydantoin Hydrochloride). Reaction SMILES: C(OC([CH:8]([NH2:37])[CH2:9][CH2:10][CH2:11][CH2:12][C:13]([N:15]1[C:19](=[O:20])[CH2:18][N:17]([N:21]=[CH:22][C:23]2[O:27][C:26]([C:28]3[CH:33]=[CH:32][C:31]([Cl:34])=[C:30]([Cl:35])[CH:29]=3)=[CH:25][CH:24]=2)[C:16]1=[O:36])=[O:14])=O)(C)(C)C>Cl.C(O)(=O)C>[ClH:34].[NH2:37][CH2:8][CH2:9][CH2:10][CH2:11][CH2:12][C:13]([N:15]1[C:19](=[O:20])[CH2:18][N:17]([N:21]=[CH:22][C:23]2[O:27][C:26]([C:28]3[CH:33]=[CH:32][C:31]([Cl:34])=[C:30]([Cl:35])[CH:29]=3)=[CH:25][CH:24]=2)[C:16]1=[O:36])=[O:14] |f:1.2,3.4|. Reported procedure: The 3(t-butoxycarbonyl-aminohexanoyl)-1-{[5-(3,4-dichlorophenyl)furfurylidene]amino}hydantoin (29 g, 0.052 mole) was added to 3% hydrochloric acid/acetic acid (650 ml) and stirred for 2 hours. The mixture was filtered and the collected solid was washed with nitromethane and ether, then heated to boiling in nitromethane and filtered again, yielding 10 g (38%, 28% overall), m.p. 205°-207°. Reactants: C[C@@]12[C@H]3CC[C@@H]([C@@]1(C(=O)OC2=O)C)O3 (Cantharidin), CC12C3CCC(C2(C(OC1=O)=O)C)O3 (2,6-Dimethyl-4,10-dioxatricyclo-[5.2.1.02,6]decane-3,5-dione). The product is C[C@@]12[C@H]3CC[C@@H]([C@@]1(C(=O)OC2=O)C)O3.CC1(C2CCC(C1(C)C(=O)O)O2)C(=O)O (Cantharidin Cantharidic Acid). As a reaction SMILES: [CH3:1][C@:2]12[C:11](=[O:12])[O:10][C:8](=[O:9])[C@@:7]1([CH3:13])[C@H:6]1[O:14][C@@H:3]2[CH2:4][CH2:5]1.[CH3:15][C:16]12[C:24](=[O:25])[O:23][C:22](=[O:26])[C:21]1([CH3:27])[CH:20]1[O:28][CH:17]2[CH2:18][CH2:19]1>>[CH3:1][C@:2]12[C:11](=[O:12])[O:10][C:8](=[O:9])[C@@:7]1([CH3:13])[C@H:6]1[O:14][C@@H:3]2[CH2:4][CH2:5]1.[CH3:15][C:16]1([C:24]([OH:23])=[O:25])[C:21]([C:22]([OH:9])=[O:26])([CH3:27])[CH:20]2[O:28][CH:17]1[CH2:18][CH2:19]2 |f:2.3|. Reported procedure: Cantharidin is 2,6-Dimethyl-4,10-dioxatricyclo-[5.2.1.02,6]decane-3,5-dione. Its chemical formula is C10H12O4 and its chemical structure is: Reactants: Cl.Cl.NCCC(C(CCN)O)O (1,6 diamino-3,4-dihydrox-yhexane dihydrochloride), [N+](=O)([O-])C1=C(C=CC(=C1)[N+](=O)[O-])F (2,4-dinitrofluorobenzene), C(=O)([O-])[O-].[K+].[K+] (K2CO3). Solvent: O (H2O). Run at temperature 75 celsius, time 5 hour. The product is [N+](=O)([O-])C1=C(C=CC(=C1)[N+](=O)[O-])NCCC(C(CCNC1=C(C=C(C=C1)[N+](=O)[O-])[N+](=O)[O-])O)O (N,N'-bis-(2,4-dinitrophenyl)-1,6 - diamino-3,4-dihydroxy hexane). Isolated yield 64.5%. RXN SMILES: Cl.Cl.[NH2:3][CH2:4][CH2:5][CH:6]([OH:12])[CH:7]([OH:11])[CH2:8][CH2:9][NH2:10].[N+:13]([C:16]1[CH:21]=[C:20]([N+:22]([O-:24])=[O:23])[CH:19]=[CH:18][C:17]=1F)([O-:15])=[O:14].C([O-])([O-])=O.[K+].[K+]>O>[N+:13]([C:16]1[CH:21]=[C:20]([N+:22]([O-:24])=[O:23])[CH:19]=[CH:18][C:17]=1[NH:3][CH2:4][CH2:5][CH:6]([OH:12])[CH:7]([OH:11])[CH2:8][CH2:9][NH:10][C:17]1[CH:18]=[CH:19][C:20]([N+:22]([O-:24])=[O:23])=[CH:21][C:16]=1[N+:13]([O-:15])=[O:14])([O-:15])=[O:14] |f:0.1.2,4.5.6|. Procedure: A 25 mL round bottom flask fitted with a magnetic stirrer was charged with 221.1 mg (1.0 mmol) of 1,6 diamino-3,4-dihydrox-yhexane dihydrochloride, 409 mg (2.2 mmol) of 2,4-dinitrofluorobenzene, 130 mg (0.94 mmol) of K2CO3 and 10 mL of H2O. The mixture was stirred at 75° C. for 5 h. After cooling the yellow precipitate was isolated by filtration, washed with H2O and dried, affording 310 mg of crude product. This material (46 mg) was recrystallized from 2 mL of 1:1 H2O/DMF affording 20.4 mg of N,...